This data is from the Open Reaction Database (ORD), a public repository of structured organic reaction records. The task is: describe an organic reaction: reactants, conditions, products, and yield Reactants: NC(=O)c1cc2cc(OCc3ccccc3)ccc2[nH]1, CO. Yields the product NC(=O)c1cc2cc(O)ccc2[nH]1. RXN SMILES: [C:1]([NH2:2])(=[O:3])[c:4]1[nH:5][c:6]2[cH:7][cH:8][c:9]([O:13][CH2:14][c:15]3[cH:16][cH:17][cH:18][cH:19][cH:20]3)[cH:10][c:11]2[cH:12]1.[CH3:21][OH:22]>>[C:1]([NH2:2])(=[O:3])[c:4]1[nH:5][c:6]2[cH:7][cH:8][c:9]([OH:13])[cH:10][c:11]2[cH:12]1.